This data is from the Open Reaction Database (ORD), a public repository of structured organic reaction records. The task is: describe an organic reaction: reactants, conditions, products, and yield Isolated yield 49.0%. As a reaction SMILES: [Cl:1][C:2]1[CH:7]=[CH:6][C:5]([S:8][C:9]([N:17]2[CH:21]=[CH:20][N:19]=[CH:18]2)=[C:10]2[C:14]([CH3:16])([CH3:15])[CH2:13][CH2:12][O:11]2)=[CH:4][CH:3]=1.OO.[OH2:24].C(O)(=[O:27])C>>[Cl:1][C:2]1[CH:7]=[CH:6][C:5]([S:8]([C:9]([N:17]2[CH:21]=[CH:20][N:19]=[CH:18]2)=[C:10]2[C:14]([CH3:16])([CH3:15])[CH2:13][CH2:12][O:11]2)(=[O:27])=[O:24])=[CH:4][CH:3]=1. Starting materials: ClC1=CC=C(C=C1)SC(=C1OCCC1(C)C)N1C=NC=C1 ((4-chlorophenylthio)-(imidazol-1-yl)-(3,3-dimethyl-tetrahydrofuran-2-ylidene)-methane), C(C)(=O)O (acetic acid), OO (hydrogen peroxide), O (water). Reported procedure: 20 g (0.062 mole) of (4-chlorophenylthio)-(imidazol-1-yl)-(3,3-dimethyl-tetrahydrofuran-2-ylidene)-methane (Example I-1) and 28 g (0.25 mole) of 30% strength hydrogen peroxide in 200 ml of glacial acetic acid are stirred at 50° C. for 20 hours. The reaction mixture is then poured into 1.5 liter of water and extracted with methylene chloride. The organic phase is dried over sodium sulphate and concentrated. 10.7 g (49% of theory) of (4-chlorophenylsulphonyl)-(imidazol-1-yl)-(3,3-dimethyltetrahydr... Product: ClC1=CC=C(C=C1)S(=O)(=O)C(=C1OCCC1(C)C)N1C=NC=C1 ((4-chlorophenylsulphonyl)-(imidazol-1-yl)-(3,3-dimethyltetrahydrofuran-2-ylidene)-methane).